This data is from the Open Reaction Database (ORD), a public repository of structured organic reaction records. The task is: describe an organic reaction: reactants, conditions, products, and yield Starting materials: [Si](C)(C)(C(C)(C)C)OC1CCC(CC1)(N1N=CC(=C1)C1=NC(=NC=C1)Cl)CC#N (4-(tert-butyl(dimethyl)silyl)oxy-1-(4-(2-chloropyrimidin-4-yl)-1H-pyrazol-1-yl)cyclohexylacetonitrile), fluorosilicic acid. Solvent: C(C)#N (acetonitrile). Run at time 8 hour. Product: ClC1=NC=CC(=N1)C=1C=NN(C1)C1(CCC(CC1)O)CC#N (1-(4-(2-chloropyrimidin-4-yl)-1H-pyrazol-1-yl)-4-hydroxycyclohexylacetonitrile). Reaction SMILES: [Si]([O:8][CH:9]1[CH2:14][CH2:13][C:12]([CH2:27][C:28]#[N:29])([N:15]2[CH:19]=[C:18]([C:20]3[CH:25]=[CH:24][N:23]=[C:22]([Cl:26])[N:21]=3)[CH:17]=[N:16]2)[CH2:11][CH2:10]1)(C(C)(C)C)(C)C.F[Si-2](F)(F)(F)(F)F.[H+].[H+]>C(#N)C>[Cl:26][C:22]1[N:21]=[C:20]([C:18]2[CH:17]=[N:16][N:15]([C:12]3([CH2:27][C:28]#[N:29])[CH2:13][CH2:14][CH:9]([OH:8])[CH2:10][CH2:11]3)[CH:19]=2)[CH:25]=[CH:24][N:23]=1 |f:1.2.3|. Reported procedure: To a mixture of 4-(tert-butyl(dimethyl)silyl)oxy-1-(4-(2-chloropyrimidin-4-yl)-1H-pyrazol-1-yl)cyclohexylacetonitrile (1.8 g, 0.0042 mol) in acetonitrile (69.74 mL) was added fluorosilicic acid (2.0 M in water, 4.17 mL). The mixture was stirred at room temperature overnight. After evaporation of most of the solvent, the mixture was neutralized with aqueous sodium bicarbonate, extracted with ether. The organic layers were combined, washed with brine, dried over MgSO4, and concentrated to dryness.... Starting materials: COC(=O)CCC1CCC(c2ccc(F)cc2)N1S(=O)(=O)c1ccc(C)cc1, CO, NN, O. Yields the product Cc1ccc(S(=O)(=O)N2C(CCC(=O)NN)CCC2c2ccc(F)cc2)cc1. Reaction SMILES: [CH3:1][O:2][C:3]([CH2:4][CH2:5][CH:6]1[N:7]([S:18](=[O:19])(=[O:20])[c:21]2[cH:22][cH:23][c:24]([CH3:27])[cH:25][cH:26]2)[CH:8]([c:11]2[cH:12][cH:13][c:14]([F:17])[cH:15][cH:16]2)[CH2:9][CH2:10]1)=[O:28].[CH3:32][OH:33].[NH2:30][NH2:31].[OH2:29]>>[O:2]=[C:3]([CH2:4][CH2:5][CH:6]1[N:7]([S:18](=[O:19])(=[O:20])[c:21]2[cH:22][cH:23][c:24]([CH3:27])[cH:25][cH:26]2)[CH:8]([c:11]2[cH:12][cH:13][c:14]([F:17])[cH:15][cH:16]2)[CH2:9][CH2:10]1)[NH:30][NH2:31]. Starting materials: COC1=CC=C(CCl)C=C1 (p-methoxybenzyl chloride), CN(C1=CC=CC=C1)C (N,N-dimethylaniline), F[Sb-](F)(F)(F)(F)F.[Na+] (sodium hexafluoroantimonate). The solvent is CO (methanol). The product is F[Sb-](F)(F)(F)(F)F.COC1=CC=C(C[N+](C2=CC=CC=C2)(C)C)C=C1 (N-(p-methoxybenzyl)-N,N-dimethylanilinium hexafluoroantimonate). RXN SMILES: [CH3:1][O:2][C:3]1[CH:10]=[CH:9][C:6]([CH2:7]Cl)=[CH:5][CH:4]=1.[CH3:11][N:12]([CH3:19])[C:13]1[CH:18]=[CH:17][CH:16]=[CH:15][CH:14]=1.[F:20][Sb-:21]([F:26])([F:25])([F:24])([F:23])[F:22].[Na+]>CO>[F:20][Sb-:21]([F:26])([F:25])([F:24])([F:23])[F:22].[CH3:1][O:2][C:3]1[CH:10]=[CH:9][C:6]([CH2:7][N+:12]([CH3:19])([CH3:11])[C:13]2[CH:18]=[CH:17][CH:16]=[CH:15][CH:14]=2)=[CH:5][CH:4]=1 |f:2.3,5.6|. Procedure details: 4,698 g (0.03 mol) of p-methoxybenzyl chloride and 3,638 g (0.03 mol) of N,N-dimethylaniline were reacted in 40 ml of methanol at 40° C. for 3 days. After the reaction, the solvent was evaporated in vacuo and ether/water was added to the residue to extract unreacted reactans in the etherial layer. To the aquous layer containing the ammonium chloride was added 7.77 g (0.03 mol) of sodium hexafluoroantimonate. The resulting crystals were suction filtered, washed and dried to give the titled compou... Starting materials: CCOC(=O)c1ccc(N2CCCC(OCc3c(-c4c(Cl)cccc4Cl)noc3C3CC3)CC2)cc1, CCO, Cl, [K+], C1CCOC1, [OH-]. Product: O=C(O)c1ccc(N2CCCC(OCc3c(-c4c(Cl)cccc4Cl)noc3C3CC3)CC2)cc1. Reaction SMILES: [CH2:1]([CH3:2])[O:3][C:4]([c:5]1[cH:6][cH:7][c:8]([N:11]2[CH2:12][CH2:13][CH:14]([O:18][CH2:19][c:20]3[c:21](-[c:28]4[c:29]([Cl:35])[cH:30][cH:31][cH:32][c:33]4[Cl:34])[n:22][o:23][c:24]3[CH:25]3[CH2:26][CH2:27]3)[CH2:15][CH2:16][CH2:17]2)[cH:9][cH:10]1)=[O:36].[CH3:40][CH2:41][OH:42].[ClH:39].[K+:38].[O:43]1[CH2:44][CH2:45][CH2:46][CH2:47]1.[OH-:37]>>[O:3]=[C:4]([c:5]1[cH:6][cH:7][c:8]([N:11]2[CH2:12][CH2:13][CH:14]([O:18][CH2:19][c:20]3[c:21](-[c:28]4[c:29]([Cl:35])[cH:30][cH:31][cH:32][c:33]4[Cl:34])[n:22][o:23][c:24]3[CH:25]3[CH2:26][CH2:27]3)[CH2:15][CH2:16][CH2:17]2)[cH:9][cH:10]1)[OH:36]. Reactants: C(C)(C)(C)OC(CCSCC(COC(CCCCCCCCCCCCCCC)=O)OC(CCCCCCCCCCCCCCC)=O)=O (6,7-bis(palmitoyloxy)-4-thiaheptanoic acid t-butyl ester), Example 23. Run in FC(C(=O)O)(F)F (trifiuoroacetic acid), ClCCl (dichloromethane). Reaction conditions: time 1 hour. The product is C(CCCCCCCCCCCCCCC)(=O)OC(CSCCC(=O)O)COC(CCCCCCCCCCCCCCC)=O (6,7-bis(palmitoyloxy)-4-thiaheptanoic acid). Yield: 100.0%. RXN SMILES: C([O:5][C:6](=[O:49])[CH2:7][CH2:8][S:9][CH2:10][CH:11]([O:31][C:32](=[O:48])[CH2:33][CH2:34][CH2:35][CH2:36][CH2:37][CH2:38][CH2:39][CH2:40][CH2:41][CH2:42][CH2:43][CH2:44][CH2:45][CH2:46][CH3:47])[CH2:12][O:13][C:14](=[O:30])[CH2:15][CH2:16][CH2:17][CH2:18][CH2:19][CH2:20][CH2:21][CH2:22][CH2:23][CH2:24][CH2:25][CH2:26][CH2:27][CH2:28][CH3:29])(C)(C)C>ClCCl.FC(F)(F)C(O)=O>[C:32]([O:31][CH:11]([CH2:12][O:13][C:14](=[O:30])[CH2:15][CH2:16][CH2:17][CH2:18][CH2:19][CH2:20][CH2:21][CH2:22][CH2:23][CH2:24][CH2:25][CH2:26][CH2:27][CH2:28][CH3:29])[CH2:10][S:9][CH2:8][CH2:7][C:6]([OH:49])=[O:5])(=[O:48])[CH2:33][CH2:34][CH2:35][CH2:36][CH2:37][CH2:38][CH2:39][CH2:40][CH2:41][CH2:42][CH2:43][CH2:44][CH2:45][CH2:46][CH3:47]. Procedure: To a solution of 6,7-bis(palmitoyloxy)-4-thiaheptanoic acid t-butyl ester as obtained in Reference Example 23 (4.84 g) in dichloromethane (1 ml), trifiuoroacetic acid (4 ml) was added, followed by stirring at room temperature for 1 hour. The reaction mixture was concentrated; the residue was washed with hexane to yield the title compound (4.46 g, yield 100%) as a colorless powder. Reactants: N[C@H]1C2=C(C3=C(N(C1=O)CCOCC1=CC=CC=C1)C=CC=C3)C=CC=C2 ((S)-7-amino-5-(2-benzyloxy-ethyl)-5H,7H-dibenzo[b,d]azepin-6-one), OC(C(=O)O)(C(=O)NCCC(F)(F)F)C (2-hydroxy-2-methyl-N-(3,3,3-trifluoro-propyl)-malonamic acid), oil. Product: C(C1=CC=CC=C1)OCCN1C2=C(C3=C([C@@H](C1=O)NC(C(C(=O)NCCC(F)(F)F)(C)O)=O)C=CC=C3)C=CC=C2 (N—[(S)-5-(2-Benzyloxy-ethyl)-6-oxo-6,7-dihydro-5H-dibenzo[b,d]azepin-7-yl]-2-hydroxy-2-methyl-N′-(3,3,3-trifluoro-propyl)-malonamide). As a reaction SMILES: [NH2:1][C@@H:2]1[C:8](=[O:9])[N:7]([CH2:10][CH2:11][O:12][CH2:13][C:14]2[CH:19]=[CH:18][CH:17]=[CH:16][CH:15]=2)[C:6]2[CH:20]=[CH:21][CH:22]=[CH:23][C:5]=2[C:4]2[CH:24]=[CH:25][CH:26]=[CH:27][C:3]1=2.[OH:28][C:29]([CH3:42])([C:33]([NH:35][CH2:36][CH2:37][C:38]([F:41])([F:40])[F:39])=[O:34])[C:30](O)=[O:31]>>[CH2:13]([O:12][CH2:11][CH2:10][N:7]1[C:8](=[O:9])[C@@H:2]([NH:1][C:30](=[O:31])[C:29]([OH:28])([CH3:42])[C:33]([NH:35][CH2:36][CH2:37][C:38]([F:41])([F:39])[F:40])=[O:34])[C:3]2[CH:27]=[CH:26][CH:25]=[CH:24][C:4]=2[C:5]2[CH:23]=[CH:22][CH:21]=[CH:20][C:6]1=2)[C:14]1[CH:19]=[CH:18][CH:17]=[CH:16][CH:15]=1. Procedure: Using (S)-7-amino-5-(2-benzyloxy-ethyl)-5H,7H-dibenzo[b,d]azepin-6-one and 2-hydroxy-2-methyl-N-(3,3,3-trifluoro-propyl)-malonamic acid, the title compound was prepared in the same manner as described for example 1c. Colorless, viscous oil (73%). MS: m/e=570(M+H+). Starting materials: ClC1=CC=C(C=C1)C (p-chlorotoluene), trans-di-μ-acetatobis[2-[bis(1,1-dimethylethyl)-phosphino]-2-methylpropyl-C,P]dipalladium(II), C(C)NCC (diethylamine), CC(C)(C)[O-].[K+] (KOtBu). The product is C(C)N(CC)C1=CC=C(C=C1)C (4-(N,N-diethylamino)toluene). RXN SMILES: Cl[C:2]1[CH:7]=[CH:6][C:5]([CH3:8])=[CH:4][CH:3]=1.[CH2:9]([NH:11][CH2:12][CH3:13])[CH3:10].CC([O-])(C)C.[K+]>C1(C)C=CC=CC=1>[CH2:9]([N:11]([C:2]1[CH:7]=[CH:6][C:5]([CH3:8])=[CH:4][CH:3]=1)[CH2:12][CH3:13])[CH3:10] |f:2.3|. The yield is 87.0%. Reported procedure: 20 mmol of p-chlorotoluene (2.53 g), 24 mmol of diethylamine (1.75 g), 28 mmol of KOtBu (3.13 g) and 44 mg of trans-di-μ-acetatobis[2-[bis(1,1-dimethylethyl)-phosphino]-2-methylpropyl-C,P]dipalladium(II) (0.3 mol %) are suspended in 50 ml of toluene and refluxed for 24 hours. After cooling to room temperature, the salts are filtered off and washed with petroleum ether. The solvents are removed from the filtrate on a rotary evaporator. Distillation via a bulb tube (100° C./12 torr) gives 4-(N,N-d... Run in C1(=CC=CC=C1)C (toluene). The reactants are ice, [Al+3].[Cl-].[Cl-].[Cl-] (AlCl3), FC(C(=O)N1CC2=CC=CC=C2CC1)(F)F (N-Trifluoroacetyl-1,2,3,4-tetrahydroisoquinoline), ClCC(=O)Cl (chloroacetyl chloride). Run in C(Cl)Cl (CH2Cl2). Reaction conditions: time 3 hour. Product: ClCC(=O)C1=CC=C2CCN(CC2=C1)C(C(F)(F)F)=O (7-Chloroacetyl-N-trifluoroacetyl-1,2,3,4-tetrahydroisoquinoline). Isolated yield 88.0%. RXN SMILES: [Al+3].[Cl-].[Cl-].[Cl-].[Cl:5][CH2:6][C:7](Cl)=[O:8].[F:10][C:11]([F:25])([F:24])[C:12]([N:14]1[CH2:23][CH2:22][C:21]2[C:16](=[CH:17][CH:18]=[CH:19][CH:20]=2)[CH2:15]1)=[O:13]>C(Cl)Cl>[Cl:5][CH2:6][C:7]([C:18]1[CH:17]=[C:16]2[C:21]([CH2:22][CH2:23][N:14]([C:12](=[O:13])[C:11]([F:10])([F:25])[F:24])[CH2:15]2)=[CH:20][CH:19]=1)=[O:8] |f:0.1.2.3|. Procedure details: To a suspension of AlCl3 (24.16 g) in CH2Cl2 (162 ml) was added chloroacetyl chloride (15 ml) dropwise at 0-5° C. under argon for 20 min and left to warm to room temperature. To this mixture was added compound (4) (9.29 g, 40 mmol) over a period of 30 min at room temperature. The resulting mixture was then stirred for an additional 3 hours and poured onto a mixture of ice-cold water (407 ml). The mixture was stirred for 5 min, and the layers were separated. The aqueous layer was extracted with C... Product: NC1=NC=NC(=C1C#N)N1CCC(CC1)C=1N(C=C(N1)C1=CC(=C(C=C1)F)C(F)(F)F)CCN(C)C (4-Amino-6-{4-[1-(2-dimethylamino-ethyl)-4-(4-fluoro-3-trifluoromethyl-phenyl)-1H-imidazol-2-yl]-piperidin-1-yl}-pyrimidine-5-carbonitrile). Procedure: The title compound was prepared in an analogous manner as 4-Amino-6-{4-[4-(4-fluoro-3-trifluoromethyl-phenyl)-1-methyl-1H-imidazol-2-yl]-piperidin-1-yl}-pyrimidine-5-carbonitrile using 2-(4-(4-fluoro-3-(trifluoromethyl)phenyl)-2-(piperidin-4-yl)-1H-imidazol-1-yl)-N,N-dimethylethanamine instead of 4-[4-(4-fluoro-3-trifluoromethyl-phenyl)-1-methyl-1h-imidazol-2-yl]-piperidine. LC-MS: (M+1=503, obsd.=503). Starting materials: NC1=NC=NC(=C1C#N)N1CCC(CC1)C=1N(C=C(N1)C1=CC(=C(C=C1)F)C(F)(F)F)C (4-Amino-6-{4-[4-(4-fluoro-3-trifluoromethyl-phenyl)-1-methyl-1H-imidazol-2-yl]-piperidin-1-yl}-pyrimidine-5-carbonitrile), FC1=C(C=C(C=C1)C=1N=C(N(C1)CCN(C)C)C1CCNCC1)C(F)(F)F (2-(4-(4-fluoro-3-(trifluoromethyl)phenyl)-2-(piperidin-4-yl)-1H-imidazol-1-yl)-N,N-dimethylethanamine). Reaction SMILES: [NH2:1][C:2]1[C:7]([C:8]#[N:9])=[C:6]([N:10]2[CH2:15][CH2:14][CH:13]([C:16]3[N:17]([CH3:32])[CH:18]=[C:19]([C:21]4[CH:26]=[CH:25][C:24]([F:27])=[C:23]([C:28]([F:31])([F:30])[F:29])[CH:22]=4)[N:20]=3)[CH2:12][CH2:11]2)[N:5]=[CH:4][N:3]=1.FC1C=CC(C2N=[C:42](C3CCNCC3)[N:43]([CH2:45]CN(C)C)[CH:44]=2)=CC=1C(F)(F)F>>[NH2:1][C:2]1[C:7]([C:8]#[N:9])=[C:6]([N:10]2[CH2:15][CH2:14][CH:13]([C:16]3[N:17]([CH2:32][CH2:42][N:43]([CH3:45])[CH3:44])[CH:18]=[C:19]([C:21]4[CH:26]=[CH:25][C:24]([F:27])=[C:23]([C:28]([F:31])([F:30])[F:29])[CH:22]=4)[N:20]=3)[CH2:12][CH2:11]2)[N:5]=[CH:4][N:3]=1.